From a dataset of the Open Reaction Database (ORD), a public repository of structured organic reaction records. describe an organic reaction: reactants, conditions, products, and yield Reactants: [BH4-], C=O, CO, O=c1ccc(-c2nc(C3CCNCC3)sc2-c2ccc(F)cc2F)cn1-c1c(F)cccc1F, [Na+], O. Yields the product CN1CCC(c2nc(-c3ccc(=O)n(-c4c(F)cccc4F)c3)c(-c3ccc(F)cc3F)s2)CC1. As a reaction SMILES: [BH4-:37].[CH2:35]=[O:36].[CH3:40][OH:41].[F:1][c:2]1[c:3](-[n:9]2[c:10](=[O:34])[cH:11][cH:12][c:13](-[c:15]3[n:16][c:17]([CH:28]4[CH2:29][CH2:30][NH:31][CH2:32][CH2:33]4)[s:18][c:19]3-[c:20]3[c:21]([F:27])[cH:22][c:23]([F:26])[cH:24][cH:25]3)[cH:14]2)[c:4]([F:8])[cH:5][cH:6][cH:7]1.[Na+:38].[OH2:39]>>[F:1][c:2]1[c:3](-[n:9]2[c:10](=[O:34])[cH:11][cH:12][c:13](-[c:15]3[n:16][c:17]([CH:28]4[CH2:29][CH2:30][N:31]([CH3:35])[CH2:32][CH2:33]4)[s:18][c:19]3-[c:20]3[c:21]([F:27])[cH:22][c:23]([F:26])[cH:24][cH:25]3)[cH:14]2)[c:4]([F:8])[cH:5][cH:6][cH:7]1. Starting materials: CC(C)O, Cc1csc2ncnc(Cl)c12, Cc1ccc(NC(=O)c2ccnc(N3CCOCC3)c2)cc1N. Yields the product Cc1ccc(NC(=O)c2ccnc(N3CCOCC3)c2)cc1Nc1ncnc2scc(C)c12. As a reaction SMILES: [CH:35]([OH:36])([CH3:37])[CH3:38].[Cl:24][c:25]1[c:26]2[c:27]([n:28][cH:29][n:30]1)[s:31][cH:32][c:33]2[CH3:34].[NH2:1][c:2]1[cH:3][c:4]([NH:9][C:10](=[O:11])[c:12]2[cH:13][c:14]([N:18]3[CH2:19][CH2:20][O:21][CH2:22][CH2:23]3)[n:15][cH:16][cH:17]2)[cH:5][cH:6][c:7]1[CH3:8]>>[NH:1]([c:2]1[cH:3][c:4]([NH:9][C:10](=[O:11])[c:12]2[cH:13][c:14]([N:18]3[CH2:19][CH2:20][O:21][CH2:22][CH2:23]3)[n:15][cH:16][cH:17]2)[cH:5][cH:6][c:7]1[CH3:8])[c:25]1[c:26]2[c:27]([n:28][cH:29][n:30]1)[s:31][cH:32][c:33]2[CH3:34].